Task: describe an organic reaction: reactants, conditions, products, and yield. Dataset: the Open Reaction Database (ORD), a public repository of structured organic reaction records The reactants are FC=1C(=C(C=CC1F)C1=CCN(CC1)C(=O)OC(C)(C)C)C(F)(F)F (tert-butyl 4-(3,4-difluoro-2-(trifluoromethyl)phenyl)-5,6-dihydropyridine-1(2H)-carboxylate). The reagents and catalysts are [Pd] (Pd/C). Run in CCO (EtOH). Reaction conditions: time 72 hour. Product: FC=1C(=C(C=CC1F)C1CCN(CC1)C(=O)OC(C)(C)C)C(F)(F)F (tert-butyl 4-(3,4-difluoro-2-(trifluoromethyl)phenyl)piperidine-1-carboxylate). Yield: 97.6%. As a reaction SMILES: [F:1][C:2]1[C:3]([C:22]([F:25])([F:24])[F:23])=[C:4]([C:9]2[CH2:14][CH2:13][N:12]([C:15]([O:17][C:18]([CH3:21])([CH3:20])[CH3:19])=[O:16])[CH2:11][CH:10]=2)[CH:5]=[CH:6][C:7]=1[F:8]>CCO.[Pd]>[F:1][C:2]1[C:3]([C:22]([F:24])([F:25])[F:23])=[C:4]([CH:9]2[CH2:14][CH2:13][N:12]([C:15]([O:17][C:18]([CH3:21])([CH3:20])[CH3:19])=[O:16])[CH2:11][CH2:10]2)[CH:5]=[CH:6][C:7]=1[F:8]. Procedure details: A mixture of tert-butyl 4-(3,4-difluoro-2-(trifluoromethyl)phenyl)-5,6-dihydropyridine-1(2H)-carboxylate (7, 59.0 g, 162.3 mmol) and 10% Pd/C (5.0 g) in EtOH (200 mL) was placed under an atmosphere of H2 (30 psi) at ambient temperature for 72 h. the mixture was filtered through a Celite, and the filtrate was concentrated under reduced pressure to give tert-butyl 4-(3,4-difluoro-2-(trifluoromethyl)phenyl)piperidine-1-carboxylate (8) as a white solid (57.9 g, 97%): 1H NMR (300 MHz, CDCl3) δ7.36-7.... Reactants: peptide, ClC1=C(C=C(C=C1)C1=NC(=CC=C1C1=NC=CC=C1)C(=O)OC)OCCCN(C)C (methyl 2′-{4-chloro-3-[3-(dimethylamino)propoxy]phenyl}-2,3′-bipyridine-6′-carboxylate), NC1(C2CC3CC(CC1C3)C2)C(=O)O (2-aminoadamantane-2-carboxylic acid). Yields the product Cl.ClC1=C(C=C(C=C1)C1=NC(=CC=C1C1=NC=CC=C1)C(=O)NC1(C2CC3CC(CC1C3)C2)C(=O)O)OCCCN(C)C (2-{[(2′-{4-chloro-3-[3-(dimethylamino)propoxy]phenyl}-2,3′-bipyridin-6′-yl)carbonyl]amino}adamantane-2-carboxylic acid hydrochloride). The yield is 102.3%. As a reaction SMILES: [Cl:1][C:2]1[CH:7]=[CH:6][C:5]([C:8]2[C:13]([C:14]3[CH:19]=[CH:18][CH:17]=[CH:16][N:15]=3)=[CH:12][CH:11]=[C:10]([C:20](OC)=[O:21])[N:9]=2)=[CH:4][C:3]=1[O:24][CH2:25][CH2:26][CH2:27][N:28]([CH3:30])[CH3:29].[NH2:31][C:32]1([C:42]([OH:44])=[O:43])[CH:39]2[CH2:40][CH:35]3[CH2:36][CH:37]([CH2:41][CH:33]1[CH2:34]3)[CH2:38]2>>[ClH:1].[Cl:1][C:2]1[CH:7]=[CH:6][C:5]([C:8]2[C:13]([C:14]3[CH:19]=[CH:18][CH:17]=[CH:16][N:15]=3)=[CH:12][CH:11]=[C:10]([C:20]([NH:31][C:32]3([C:42]([OH:44])=[O:43])[CH:39]4[CH2:38][CH:37]5[CH2:36][CH:35]([CH2:34][CH:33]3[CH2:41]5)[CH2:40]4)=[O:21])[N:9]=2)=[CH:4][C:3]=1[O:24][CH2:25][CH2:26][CH2:27][N:28]([CH3:30])[CH3:29] |f:2.3|. Procedure details: According to the saponification/peptide coupling steps described in examples 1.7 and 1.8 respectively, starting from 581 mg (1.36 mmol) of methyl 2′-{4-chloro-3-[3-(dimethylamino)propoxy]phenyl}-2,3′-bipyridine-6′-carboxylate and 365 mg (1.87 mmol) of 2-aminoadamantane-2-carboxylic acid, we obtain 435 mg of 2-{[(2′-{4-chloro-3-[3-(dimethylamino)propoxy]phenyl}-2,3′-bipyridin-6′-yl)carbonyl]amino}adamantane-2-carboxylic acid hydrochloride in the form of white powder. Reactants: N#Cc1c(O)c2c(-c3ccccc3)c(Br)sc2[nH]c1=O, C#CCCCCC(=O)O, CCNCC, [Cu]I, CN(C)C=O, c1ccc(P(c2ccccc2)c2ccccc2)cc1. Product: N#Cc1c(O)c2c(-c3ccccc3)c(C#CCCCCC(=O)O)sc2[nH]c1=O. As a reaction SMILES: [Br:1][c:2]1[c:3](-[c:15]2[cH:16][cH:17][cH:18][cH:19][cH:20]2)[c:4]2[c:5]([nH:6][c:7](=[O:13])[c:8]([C:11]#[N:12])[c:9]2[OH:10])[s:14]1.[C:45]([CH2:46][CH2:47][CH2:48][CH2:49][C:50]#[CH:51])(=[O:52])[OH:53].[CH2:21]([NH:22][CH2:23][CH3:24])[CH3:25].[Cu:59][I:60].[O:54]=[CH:55][N:56]([CH3:57])[CH3:58].[c:26]1([P:27]([c:28]2[cH:29][cH:30][cH:31][cH:32][cH:33]2)[c:34]2[cH:35][cH:36][cH:37][cH:38][cH:39]2)[cH:40][cH:41][cH:42][cH:43][cH:44]1>>[c:2]1([C:51]#[C:50][CH2:49][CH2:48][CH2:47][CH2:46][C:45](=[O:52])[OH:53])[c:3](-[c:15]2[cH:16][cH:17][cH:18][cH:19][cH:20]2)[c:4]2[c:5]([nH:6][c:7](=[O:13])[c:8]([C:11]#[N:12])[c:9]2[OH:10])[s:14]1. Reactants: [BH3-]C#N, CCOC(=O)C(=O)CCCC1CCN(C(=O)OCc2ccccc2)CC1, CC(=O)O, CCO, CC(C)(C)OC(=O)CN1C(=O)C(N)CSc2ccccc21, [Na+]. The product is CCOC(=O)C(CCCC1CCN(C(=O)OCc2ccccc2)CC1)NC1CSc2ccccc2N(CC(=O)OC(C)(C)C)C1=O. As a reaction SMILES: [C:52]([BH3-:53])#[N:54].[CH2:26]([c:27]1[cH:28][cH:29][cH:30][cH:31][cH:32]1)[O:33][C:34](=[O:35])[N:36]1[CH2:37][CH2:38][CH:39]([CH2:42][CH2:43][CH2:44][C:45]([C:46](=[O:47])[O:48][CH2:49][CH3:50])=[O:51])[CH2:40][CH2:41]1.[CH3:22][C:23](=[O:24])[OH:25].[CH3:56][CH2:57][OH:58].[NH2:1][CH:2]1[CH2:3][S:4][c:5]2[c:6]([cH:18][cH:19][cH:20][cH:21]2)[N:7]([CH2:10][C:11](=[O:12])[O:13][C:14]([CH3:15])([CH3:16])[CH3:17])[C:8]1=[O:9].[Na+:55]>>[NH:1]([CH:2]1[CH2:3][S:4][c:5]2[c:6]([cH:18][cH:19][cH:20][cH:21]2)[N:7]([CH2:10][C:11](=[O:12])[O:13][C:14]([CH3:15])([CH3:16])[CH3:17])[C:8]1=[O:9])[CH:45]([CH2:44][CH2:43][CH2:42][CH:39]1[CH2:38][CH2:37][N:36]([C:34]([O:33][CH2:26][c:27]2[cH:28][cH:29][cH:30][cH:31][cH:32]2)=[O:35])[CH2:41][CH2:40]1)[C:46](=[O:47])[O:48][CH2:49][CH3:50]. Reactants: COC(=O)CC(c1ccccc1)c1ccc(OC)cc1, O=S(=O)(O)Cl, ClCCl, O. Yields the product COC(=O)CC(c1ccccc1)c1ccc(OC)c(S(=O)(=O)O)c1. RXN SMILES: [CH3:1][O:2][C:3]([CH2:4][CH:5]([c:6]1[cH:7][cH:8][cH:9][cH:10][cH:11]1)[c:12]1[cH:13][cH:14][c:15]([O:18][CH3:19])[cH:16][cH:17]1)=[O:20].[Cl:21][S:22](=[O:23])(=[O:24])[OH:25].[Cl:27][CH2:28][Cl:29].[OH2:26]>>[CH3:1][O:2][C:3]([CH2:4][CH:5]([c:6]1[cH:7][cH:8][cH:9][cH:10][cH:11]1)[c:12]1[cH:13][cH:14][c:15]([O:18][CH3:19])[c:16]([S:22](=[O:23])(=[O:24])[OH:25])[cH:17]1)=[O:20].